This data is from the Open Reaction Database (ORD), a public repository of structured organic reaction records. The task is: describe an organic reaction: reactants, conditions, products, and yield The reactants are C1(=CC=CC=C1)C1=CC=C2CC(NC2=C1)=O (6-phenyl-2-oxindole), N1(CCOCC1)CCOC=1C=C2C=C(NC2=CC1)C=O (5-(2-morpholin-4-yl-ethoxy)-1H-indole-2-carbaldehyde), N1CCCCC1 (piperidine). Run in C(C)O (ethanol). Conditions: temperature 100 celsius. Product: N1(CCOCC1)CCOC=1C=C2C=C(NC2=CC1)C=C1C(NC2=CC(=CC=C12)C1=CC=CC=C1)=O (3-[5-(2-Morpholin-4-yl-ethoxy)-1H-indol-2-ylmethylene]-6-phenyl-1,3-dihydro-indol-2-one). Yield: 71.6%. RXN SMILES: [C:1]1([C:7]2[CH:15]=[C:14]3[C:10]([CH2:11][C:12](=[O:16])[NH:13]3)=[CH:9][CH:8]=2)[CH:6]=[CH:5][CH:4]=[CH:3][CH:2]=1.[N:17]1([CH2:23][CH2:24][O:25][C:26]2[CH:27]=[C:28]3[C:32](=[CH:33][CH:34]=2)[NH:31][C:30]([CH:35]=O)=[CH:29]3)[CH2:22][CH2:21][O:20][CH2:19][CH2:18]1.N1CCCCC1>C(O)C>[N:17]1([CH2:23][CH2:24][O:25][C:26]2[CH:27]=[C:28]3[C:32](=[CH:33][CH:34]=2)[NH:31][C:30]([CH:35]=[C:11]2[C:10]4[C:14](=[CH:15][C:7]([C:1]5[CH:2]=[CH:3][CH:4]=[CH:5][CH:6]=5)=[CH:8][CH:9]=4)[NH:13][C:12]2=[O:16])=[CH:29]3)[CH2:18][CH2:19][O:20][CH2:21][CH2:22]1. Reported procedure: A mixture of 6-phenyl-2-oxindole (44 mg, 0.21 mmol), 5-(2-morpholin-4-yl-ethoxy)-1H-indole-2-carbaldehyde (58 mg, 0.21 mmol) and piperidine (0.1 mL) in ethanol (1 mL) was heated at 100° C. for 2 hours. The precipitate was collected by vacuum filtration, washed with ethanol and dried to give 70 mg (71%) of the title compound as an orange solid. Yields the product C(C)(=O)OC1=C(C=CC(=C1)CC)C1(C(C2=CC=CC=C2C1=O)=O)OC(C)=O (2-(2-Acetoxy-1,3-dioxo-2,3-dihydro-1H-inden-2-yl)-5-ethylphenyl acetate). Procedure details: 7-Ethyl-4b,9b-dihydroxy-4bH-benzo[d]indeno[1,2-b]-furan-10(9bH)-one (2.00 g, 7.0 mmol) was completely dissolved in anhydrous THF (20 ml). This solution was added with anhydrous acetic acid (1.44 ml, 14.1 mmol), pyridine (0.56 ml, 7.0 mmol), and 4-dimethyl aminopyridine (0.2 g), and stirred at room temperature for 12 hrs. After the reaction mixture was extracted with dichloromethane, the organic layer was concentrated and purified using column chromatography (ethylacetate:hexane=1:4) to afford th... RXN SMILES: [CH2:1]([C:3]1[CH:21]=[CH:20][C:6]2[C:7]3([OH:19])[C:16](=[O:17])[C:15]4[C:10](=[CH:11][CH:12]=[CH:13][CH:14]=4)[C:8]3([OH:18])[O:9][C:5]=2[CH:4]=1)[CH3:2].[C:22]([OH:25])(=O)[CH3:23].N1C=CC=CC=1.C1C[O:35][CH2:34][CH2:33]1>>[C:34]([O:9][C:5]1[CH:4]=[C:3]([CH2:1][CH3:2])[CH:21]=[CH:20][C:6]=1[C:7]1([O:19][C:22](=[O:25])[CH3:23])[C:16](=[O:17])[C:15]2[C:10](=[CH:11][CH:12]=[CH:13][CH:14]=2)[C:8]1=[O:18])(=[O:35])[CH3:33]. Isolated yield 88.0%. Starting materials: C(C)(=O)O (acetic acid), N1=CC=CC=C1 (pyridine), 4-dimethyl aminopyridine, C(C)C1=CC2=C(C3(C(O2)(C2=CC=CC=C2C3=O)O)O)C=C1 (7-Ethyl-4b,9b-dihydroxy-4bH-benzo[d]indeno[1,2-b]-furan-10(9bH)-one), C1CCOC1 (THF). Run at time 12 hour. Reactants: 1a, dihalo, ( II ), Cl[Si](C)(C)C (chlorotrimethylsilane), BrC1=CC(=CC=C1)I (1-bromo-3-iodobenzene). Product: BrC1=CC(=CC=C1)[Si](C)(C)C (1-Bromo-3-trimethylsilanyl-benzene). As a reaction SMILES: Cl[Si:2]([CH3:5])([CH3:4])[CH3:3].[Br:6][C:7]1[CH:12]=[CH:11][CH:10]=[C:9](I)[CH:8]=1>>[Br:6][C:7]1[CH:12]=[CH:11][CH:10]=[C:9]([Si:2]([CH3:5])([CH3:4])[CH3:3])[CH:8]=1. Procedure: 1-Bromo-3-trimethylsilanyl-benzene is prepared in a manner analogous to the procedure described in examples 1 and 1a utilizing chlorotrimethylsilane and 1-bromo-3-iodobenzene as the dihalo compound of formula (II). The reactants are C1CCC2=NCCCN2CC1 (DBU), S(=O)(=O)(O)[O-].[K+] (potassium hydrogen sulfate), C(C)(C)(C)OC(=O)N[C@@H]1C(N2[C@H](C(N[C@]3([C@H](\C=C/CCN(CC1)S(=O)(=O)C1=C(C=CC=C1)[N+](=O)[O-])C3)C(=O)O)=O)C[C@H](C2)OC(=O)N2CC3=CC=CC(=C3C2)F)=O ((2R,6S,13aS,14aR,16aS,Z)-6-(tert-butoxycarbonylamino)-2-(4-fluoroisoindoline-2-carbonyloxy)-9-(2-nitrophenylsulfonyl)-5,16-dioxo-1,2,3,5,6,7,8,9,10,11, 13a,14,14a,15,16,16a-hexadecahydrocyclopropa(n)pyrrolo[2,1-c][1,4,9]triazacyclopentadecine-14a-carboxylic acid), N1(C=NC=C1)C(=O)N1C=NC=C1 (di(1H-imidazol-1-yl)methanone), C1(CC1)S(=O)(=O)N (Cyclopropanesulfonamide). Run in O (Water), C1(=CC=CC=C1)C (toluene). Conditions: temperature 60 celsius, time 3 hour. Product: FC1=C2CN(CC2=CC=C1)C(=O)O[C@@H]1C[C@H]2C(N[C@]3([C@H](\C=C/CCN(CC[C@@H](C(N2C1)=O)NC(=O)OC(C)(C)C)S(=O)(=O)C1=C(C=CC=C1)[N+](=O)[O-])C3)C(NS(=O)(=O)C3CC3)=O)=O ((2R,6S,13aS,14aR,16aS,Z)-6-(tert-butoxycarbonylamino)-14a-(cyclopropylsulfonylcarbamoyl)-9-(2-nitrophenylsulfonyl)-5,16-dioxo-1,2,3,5,6,7,8,9,10,11,13a,14,14a,15,16,16a-hexadecahydrocyclopropa(n)pyrrolo[2,1-c][1,4,9]triazacyclopentadecine-2-yl 4-fluoroisoindoline-2-carboxylate). Yield: 51.3%. As a reaction SMILES: [C:1]([O:5][C:6]([NH:8][C@H:9]1[CH2:23][CH2:22][N:21]([S:24]([C:27]2[CH:32]=[CH:31][CH:30]=[CH:29][C:28]=2[N+:33]([O-:35])=[O:34])(=[O:26])=[O:25])[CH2:20][CH2:19][CH:18]=[CH:17][C@@H:16]2[CH2:36][C@@:15]2([C:37](O)=[O:38])[NH:14][C:13](=[O:40])[C@@H:12]2[CH2:41][C@@H:42]([O:44][C:45]([N:47]3[CH2:55][C:54]4[C:49](=[CH:50][CH:51]=[CH:52][C:53]=4[F:56])[CH2:48]3)=[O:46])[CH2:43][N:11]2[C:10]1=[O:57])=[O:7])([CH3:4])([CH3:3])[CH3:2].N1(C(N2C=CN=C2)=O)C=CN=C1.[CH:70]1([S:73]([NH2:76])(=[O:75])=[O:74])[CH2:72][CH2:71]1.C1CCN2C(=NCCC2)CC1.S([O-])(O)(=O)=O.[K+]>C1(C)C=CC=CC=1.O>[F:56][C:53]1[CH:52]=[CH:51][CH:50]=[C:49]2[C:54]=1[CH2:55][N:47]([C:45]([O:44][C@H:42]1[CH2:43][N:11]3[C@H:12]([C:13](=[O:40])[NH:14][C@:15]4([C:37](=[O:38])[NH:76][S:73]([CH:70]5[CH2:72][CH2:71]5)(=[O:75])=[O:74])[CH2:36][C@H:16]4[CH:17]=[CH:18][CH2:19][CH2:20][N:21]([S:24]([C:27]4[CH:32]=[CH:31][CH:30]=[CH:29][C:28]=4[N+:33]([O-:35])=[O:34])(=[O:26])=[O:25])[CH2:22][CH2:23][C@H:9]([NH:8][C:6]([O:5][C:1]([CH3:4])([CH3:3])[CH3:2])=[O:7])[C:10]3=[O:57])[CH2:41]1)=[O:46])[CH2:48]2 |f:4.5|. Procedure: (2R,6S,13aS,14aR,16aS,Z)-6-(tert-butoxycarbonylamino)-2-(4-fluoroisoindoline-2-carbonyloxy)-9-(2-nitrophenylsulfonyl)-5,16-dioxo-1,2,3,5,6,7,8,9,10,11, 13a,14,14a,15,16,16a-hexadecahydrocyclopropa(n)pyrrolo[2,1-c][1,4,9]triazacyclopentadecine-14a-carboxylic acid (0.71 g, 0.87 mmol) in toluene (10 mL) was added di(1H-imidazol-1-yl)methanone (0.18 g, 1.13 mmol) in rt. The reaction was stirred at 60° C. for 3 hrs. Cyclopropanesulfonamide (0.16 g, 1.31 mmol) was added, followed by addition of DBU (0... The reactants are C1CCOC1, Cc1cc(-c2ccc(C(F)(F)F)cc2)cc(-c2cccc(-c3cccc(S(=O)(=O)Cl)c3)n2)n1, CCOC(C)=O, OCCNCCO. Yields the product Cc1cc(-c2ccc(C(F)(F)F)cc2)cc(-c2cccc(-c3cccc(S(=O)(=O)N(CCO)CCO)c3)n2)n1. RXN SMILES: [CH2:41]1[O:42][CH2:43][CH2:44][CH2:45]1.[CH3:1][c:2]1[cH:3][c:4](-[c:24]2[cH:25][cH:26][c:27]([C:30]([F:31])([F:32])[F:33])[cH:28][cH:29]2)[cH:5][c:6](-[c:8]2[n:9][c:10](-[c:14]3[cH:15][c:16]([S:20](=[O:21])(=[O:22])[Cl:23])[cH:17][cH:18][cH:19]3)[cH:11][cH:12][cH:13]2)[n:7]1.[CH3:46][CH2:47][O:48][C:49]([CH3:50])=[O:51].[OH:34][CH2:35][CH2:36][NH:37][CH2:38][CH2:39][OH:40]>>[CH3:1][c:2]1[cH:3][c:4](-[c:24]2[cH:25][cH:26][c:27]([C:30]([F:31])([F:32])[F:33])[cH:28][cH:29]2)[cH:5][c:6](-[c:8]2[n:9][c:10](-[c:14]3[cH:15][c:16]([S:20](=[O:21])(=[O:22])[N:37]([CH2:36][CH2:35][OH:34])[CH2:38][CH2:39][OH:40])[cH:17][cH:18][cH:19]3)[cH:11][cH:12][cH:13]2)[n:7]1. Starting materials: [H-].[Na+] (Sodium hydride), IC=1C=NNC1 (4-iodo-1H-pyrazole), BrCC1=CC(NC=C1)=O (4-(bromomethyl)pyridin-2(1H)-one). Run in C1CCOC1 (THF). Conditions: temperature 25 celsius, time 30 minute. The product is IC=1C=NN(C1)CC1=CC(NC=C1)=O (4-((4-iodo-1H-pyrazol-1-yl)methyl)pyridin-2(1H)-one). RXN SMILES: [H-].[Na+].[I:3][C:4]1[CH:5]=[N:6][NH:7][CH:8]=1.Br[CH2:10][C:11]1[CH:16]=[CH:15][NH:14][C:13](=[O:17])[CH:12]=1>C1COCC1>[I:3][C:4]1[CH:5]=[N:6][N:7]([CH2:10][C:11]2[CH:16]=[CH:15][NH:14][C:13](=[O:17])[CH:12]=2)[CH:8]=1 |f:0.1|. Procedure details: Sodium hydride (19 mg, 0.48 mmol, 60 wt %) was added to a solution of 4-iodo-1H-pyrazole (47 mg, 0.24 mmol) in THF (2 mL) at 0° C. After 30 minutes, 4-(bromomethyl)pyridin-2(1H)-one (30 mg, 0.16 mmol) was added. The mixture was stirred at 25° C. for 12 hours. The organic layer was dried over anhydrous sodium sulfate, filtered, and concentrated under reduced pressure. The residue was purified by silica gel column chromatography (EtOAc/MeOH) to afford 4-((4-iodo-1H-pyrazol-1-yl)methyl)pyridin-2(1H... Reactants: O=C1NC(=O)c2c(CCCBr)cccc21, N#CC1(c2ccccc2)CCNCC1, O=C([O-])[O-], Cl, [I-], [K+], [K+], [K+], CN(C)C=O. Yields the product N#CC1(c2ccccc2)CCN(CCCc2cccc3c2C(=O)NC3=O)CC1. RXN SMILES: [Br:16][CH2:17][CH2:18][CH2:19][c:20]1[c:21]2[c:22]([cH:28][cH:29][cH:30]1)[C:23](=[O:24])[NH:25][C:26]2=[O:27].[C:2](#[N:3])[C:4]1([c:10]2[cH:11][cH:12][cH:13][cH:14][cH:15]2)[CH2:5][CH2:6][NH:7][CH2:8][CH2:9]1.[C:31](=[O:32])([O-:33])[O-:34].[ClH:1].[I-:38].[K+:35].[K+:36].[K+:37].[O:39]=[CH:40][N:41]([CH3:42])[CH3:43]>>[C:2](#[N:3])[C:4]1([c:10]2[cH:11][cH:12][cH:13][cH:14][cH:15]2)[CH2:5][CH2:6][N:7]([CH2:17][CH2:18][CH2:19][c:20]2[c:21]3[c:22]([cH:28][cH:29][cH:30]2)[C:23](=[O:24])[NH:25][C:26]3=[O:27])[CH2:8][CH2:9]1.